From a dataset of the Open Reaction Database (ORD), a public repository of structured organic reaction records. describe an organic reaction: reactants, conditions, products, and yield The reactants are C1CCOC1, C[Mg+], [Cl-], CON(C)C(=O)c1ccc(C)nc1Cl. Yields the product CC(=O)c1ccc(C)nc1Cl. RXN SMILES: [CH2:18]1[O:19][CH2:20][CH2:21][CH2:22]1.[CH3:2][Mg+:3].[Cl-:1].[Cl:4][c:5]1[c:6]([C:7](=[O:8])[N:9]([O:10][CH3:11])[CH3:12])[cH:13][cH:14][c:15]([CH3:17])[n:16]1>>[CH3:2][C:7]([c:6]1[c:5]([Cl:4])[n:16][c:15]([CH3:17])[cH:14][cH:13]1)=[O:8]. Reactants: Cc1ccccc1, O=S(=O)(Cl)Cl, COC(=O)C(C(=O)OC)=C1CCSC1. Yields the product COC(=O)C(C(=O)OC)=C1C=CSC1. As a reaction SMILES: [CH3:20][c:21]1[cH:22][cH:23][cH:24][cH:25][cH:26]1.[S:15]([Cl:16])([Cl:17])(=[O:18])=[O:19].[S:1]1[CH2:2][C:3](=[C:6]([C:7](=[O:8])[O:9][CH3:10])[C:11](=[O:12])[O:13][CH3:14])[CH2:4][CH2:5]1>>[S:1]1[CH2:2][C:3](=[C:6]([C:7](=[O:8])[O:9][CH3:10])[C:11](=[O:12])[O:13][CH3:14])[CH:4]=[CH:5]1. The reactants are N(=[N+]=[N-])C1=C2CC[C@H]3[C@@H]4CC[C@@H]([C@@]4(C)CC[C@@H]3[C@]2(CCC1=O)C)OC1CC1 (4-azido-17β-(cyclopropyloxy)androst-4-en-3-one), C1(=CC=CC=C1)P(C1=CC=CC=C1)C1=CC=CC=C1 (triphenylphosphine), O1CCCC1 (tetrahydrofuran). The solvent is O (water). The product is NC1=C2CC[C@H]3[C@@H]4CC[C@@H]([C@@]4(C)CC[C@@H]3[C@]2(CCC1=O)C)OC1CC1 (4-amino-17β-(cyclopropyloxy)androst-4-en-3-one). The yield is 43.1%. Reaction SMILES: [N:1]([C:4]1[C:21](=[O:22])[CH2:20][CH2:19][C@@:18]2([CH3:23])[C:5]=1[CH2:6][CH2:7][C@@H:8]1[C@@H:17]2[CH2:16][CH2:15][C@@:13]2([CH3:14])[C@H:9]1[CH2:10][CH2:11][C@@H:12]2[O:24][CH:25]1[CH2:27][CH2:26]1)=[N+]=[N-].C1(P(C2C=CC=CC=2)C2C=CC=CC=2)C=CC=CC=1.O1CCCC1>O>[NH2:1][C:4]1[C:21](=[O:22])[CH2:20][CH2:19][C@@:18]2([CH3:23])[C:5]=1[CH2:6][CH2:7][C@@H:8]1[C@@H:17]2[CH2:16][CH2:15][C@@:13]2([CH3:14])[C@H:9]1[CH2:10][CH2:11][C@@H:12]2[O:24][CH:25]1[CH2:26][CH2:27]1. Reported procedure: A stirred solution of 4-azido-17β-(cyclopropyloxy)androst-4-en-3-one (1.32 q, 3.57 mM), triphenylphosphine (1.14 g, 4.97 mM), tetrahydrofuran (25 ml) and water (8 ml) was heated to reflux for 15 hours. The reaction was cooled and most of the solvent was evaporated. The residue was dissolved in dichloromethane, loaded onto a column of SiO2 and flash chromatographed (toluene--10% ethyl acetate) to give 4-amino-17β-(cyclopropyloxy)androst-4-en-3-one (0.53 g 43.1%), mp 85°-88° C. IR 3446, 3363, 1672... Starting materials: NCC(O)C1=CC(=CC=C1)Cl (2-amino-1-(3-chlorophenyl)ethanol), C(#N)[BH3-].[Na+] (sodium cyanoborohydride), O=C(COC=1C=C(C=CC1)CC(=O)OC)C (methyl 3-(2-oxopropoxy)phenylacetate), C1=CC=CC=C1 (benzene). Solvent: CO (methanol). Product: COC(=O)CC=1C=C(OCC(C)NCC(O)C2=CC(=CC=C2)Cl)C=CC1 (2-[2-(3-Methoxycarbonylmethylphenoxy)-1-methylethyl]amino-1-(3-chlorophenyl)ethanol). Isolated yield 58.4%. Reaction SMILES: [NH2:1][CH2:2][CH:3]([C:5]1[CH:10]=[CH:9][CH:8]=[C:7]([Cl:11])[CH:6]=1)[OH:4].O=[C:13]([CH3:27])[CH2:14][O:15][C:16]1[CH:17]=[C:18]([CH2:22][C:23]([O:25][CH3:26])=[O:24])[CH:19]=[CH:20][CH:21]=1.C1C=CC=CC=1.C([BH3-])#N.[Na+]>CO>[CH3:26][O:25][C:23]([CH2:22][C:18]1[CH:17]=[C:16]([CH:21]=[CH:20][CH:19]=1)[O:15][CH2:14][CH:13]([NH:1][CH2:2][CH:3]([C:5]1[CH:10]=[CH:9][CH:8]=[C:7]([Cl:11])[CH:6]=1)[OH:4])[CH3:27])=[O:24] |f:3.4|. Reported procedure: Following a procedure similar to that described in Example 6, but using 2 g of 2-amino-1-(3-chlorophenyl)ethanol (prepared as described in Preparation 8), 3.11 g of methyl 3-(2-oxopropoxy)phenylacetate (prepared as described in Preparation 17), 70 ml of benzene, 60 ml of absolute methanol and 2.45 g of sodium cyanoborohydride, 2.57 g of the title compound were obtained having an Rf=0.38 (thin layer chromatography over silica gel, using ethyl acetate as the developing solvent). As a reaction SMILES: [CH2:19]=[O:20].[CH2:21]([Cl:22])[Cl:23].[NH2:1][N:2]([C:3](=[O:4])[NH:5][c:6]1[c:7]([Cl:15])[cH:8][c:9]([Cl:14])[c:10]([O:12][CH3:13])[cH:11]1)[CH2:16][CH2:17][OH:18]>>[NH:1]1[N:2]([C:3](=[O:4])[NH:5][c:6]2[c:7]([Cl:15])[cH:8][c:9]([Cl:14])[c:10]([O:12][CH3:13])[cH:11]2)[CH2:16][CH2:17][O:18][CH2:19]1. Product: COc1cc(NC(=O)N2CCOCN2)c(Cl)cc1Cl. Reactants: C=O, ClCCl, COc1cc(NC(=O)N(N)CCO)c(Cl)cc1Cl. The reactants are ClC1=C(N=C(N1C1=CC=C(C=C1)CC)SC(C)C)C(C(=C)C)=O ([5-chloro-1-(4-ethylphenyl)-2-(prop-2-ylthio)-imidazol-4-yl]-2-methyl-2-propen-1-one), I(=O)(=O)(=O)[O-].[Na+] (sodium metaperiodate), O (water). Solvent: CO (methanol). The product is ClC1=C(N=C(N1C1=CC=C(C=C1)CC)S(=O)C(C)C)C(C(=C)C)=O ([5-chloro-1-(4-ethylphenyl)-2-(prop-2-ylsulfinyl)-imidazol-4-yl]-2-methyl-2-propen-1-one). The yield is 41.4%. As a reaction SMILES: [Cl:1][C:2]1[N:6]([C:7]2[CH:12]=[CH:11][C:10]([CH2:13][CH3:14])=[CH:9][CH:8]=2)[C:5]([S:15][CH:16]([CH3:18])[CH3:17])=[N:4][C:3]=1[C:19](=[O:23])[C:20]([CH3:22])=[CH2:21].I([O-])(=O)(=O)=[O:25].[Na+].O>CO>[Cl:1][C:2]1[N:6]([C:7]2[CH:8]=[CH:9][C:10]([CH2:13][CH3:14])=[CH:11][CH:12]=2)[C:5]([S:15]([CH:16]([CH3:17])[CH3:18])=[O:25])=[N:4][C:3]=1[C:19](=[O:23])[C:20]([CH3:22])=[CH2:21] |f:1.2|. Procedure: A mixture of 3.0 g (8.6 mmol) of [5-chloro-1-(4-ethylphenyl)-2-(prop-2-ylthio)-imidazol-4-yl]-2-methyl-2-propen-1-one and 2.3 g (11 mmol) of sodium metaperiodate was heated at 50° C. for 3 hours in 30 ml of 90% aqueous methanol. The mixture was cooled and poured into water. Extraction with dichloromethane yielded an oil which was purified by flash chromatography on silica (20% ethyl acetate in petroleum ether) to obtain 1.3 g (41%) of [5-chloro-1-(4-ethylphenyl)-2-(prop-2-ylsulfinyl)-imidazol-4-... The reactants are O (Water), C(C1=CC=CC=C1)OC1=C(C(=CC=C1)O)C(C)=O (1-(2-benzyloxy-6-hydroxyphenyl)-ethanone), C(C)(C)(C)OC(NCCCCI)=O ((4-Iodobutyl)-carbamic Acid Tert-butyl Ester), C(=O)([O-])[O-].[K+].[K+] (K2CO3). The solvent is CN(C)C=O (DMF). Run at time 18 hour. Product: C(C)(C)(C)OC(NCCCCOC1=C(C(=CC=C1)OCC1=CC=CC=C1)C(C)=O)=O ([4-(2-Acetyl-3-benzyloxyphenoxy)-butyl]-carbamic Acid Tert-butyl Ester). RXN SMILES: [CH2:1]([O:8][C:9]1[CH:14]=[CH:13][CH:12]=[C:11]([OH:15])[C:10]=1[C:16](=[O:18])[CH3:17])[C:2]1[CH:7]=[CH:6][CH:5]=[CH:4][CH:3]=1.[C:19]([O:23][C:24](=[O:31])[NH:25][CH2:26][CH2:27][CH2:28][CH2:29]I)([CH3:22])([CH3:21])[CH3:20].C([O-])([O-])=O.[K+].[K+].O>CN(C=O)C>[C:19]([O:23][C:24](=[O:31])[NH:25][CH2:26][CH2:27][CH2:28][CH2:29][O:15][C:11]1[CH:12]=[CH:13][CH:14]=[C:9]([O:8][CH2:1][C:2]2[CH:3]=[CH:4][CH:5]=[CH:6][CH:7]=2)[C:10]=1[C:16](=[O:18])[CH3:17])([CH3:22])([CH3:21])[CH3:20] |f:2.3.4|. Reported procedure: To a solution of 1-(2-benzyloxy-6-hydroxyphenyl)-ethanone (100 mg, 0.41 mmol) and (4-iodobutyl)-carbamic acid tert-butyl ester (Example 123, step A) (150 mg, 0.5 mmol) in DMF (5 mL) is added K2CO3 (113 mg, 0.82 mmol) and the mixture is stirred at RT for 18 h. Water is added and the mixture is extracted with EtOAc. The organic phase is washed with water and brine then is dried over sodium sulfate. The solvent is removed under reduced pressure and the residue is purified by flash chromatography us... The reactants are [C@@]12(C(=O)CC(CC1)C2(C)C)CS(=O)(=O)O.ClC2=C(C=CC=C2)[C@H](C(=O)N)N2CC1=C(CC2)SC=C1 ((R)-(−)-(2-chloro-phenyl)-(6,7-dihydro-4H-thieno[3,2-c]pyrid-5-yl)acetamide (IR)-(−)-camphor-10-sulfonic acid salt), C(C)(=O)OCC (ethyl acetate). Run in O (water), C([O-])(O)=O.[Na+] (sodium bicarbonate), O (water). Product: ClC1=C(C=CC=C1)[C@H](C(=O)N)N1CC2=C(CC1)SC=C2 ((R)-(−)-(2-chloro-phenyl)-(6,7-dihydro-4H-thieno[3,2-c]pyrid-5-yl)acetamide). RXN SMILES: [C@@]12(CS(O)(=O)=O)C(C)(C)C(CC1)CC2=O.[Cl:16][C:17]1[CH:22]=[CH:21][CH:20]=[CH:19][C:18]=1[C@@H:23]([N:27]1[CH2:32][CH2:31][C:30]2[S:33][CH:34]=[CH:35][C:29]=2[CH2:28]1)[C:24]([NH2:26])=[O:25].C(OCC)(=O)C>O.C(=O)(O)[O-].[Na+]>[Cl:16][C:17]1[CH:22]=[CH:21][CH:20]=[CH:19][C:18]=1[C@@H:23]([N:27]1[CH2:32][CH2:31][C:30]2[S:33][CH:34]=[CH:35][C:29]=2[CH2:28]1)[C:24]([NH2:26])=[O:25] |f:0.1,4.5|. Procedure: To the suspension of 1.6 g (R)-(−)-(2-chloro-phenyl)-(6,7-dihydro-4H-thieno[3,2-c]pyrid-5-yl)acetamide (IR)-(−)-camphor-10-sulfonic acid salt in 100 mL water, 50 mL of sodium bicarbonate solution in water was added. After stirring the mixture, 150 mL ethyl acetate was added. The organic layer was extracted and combined organic layer was distilled off to get title product. The amount of product obtained was 900 mg (36%). Starting materials: CS(=O)(=O)O (methanesulfonic acid), P(=O)(O)(O)[O-].[Na+] (sodium dihydrogenphosphate), C1(=CC=CC=C1)C (toluene), 3-[4-(4-phenyl-1-butoxy)benzoyl]-amino-2-hydroxyacetophenone, C(C)OC(=O)N1N=NN=C1C(=O)OCC (ethyl N-ethoxycarbonyltetrazol-5-carboxylate), C1(=CC=CC=C1)C (toluene), C[O-].[Na+].CO (sodium methylate methanol). Reaction conditions: time 5 hour. Yields the product C(C)OC(=O)N1N=NN=C1C=1OC2=C(C(C1)=O)C=CC=C2 (2-(N-ethoxycarbonyltetrazol-5-yl)-4-oxo-4H-benzopyran). Reaction SMILES: [CH2:1]([O:3][C:4]([N:6]1[C:10]([C:11]([O:13][CH2:14][CH3:15])=O)=[N:9][N:8]=[N:7]1)=[O:5])[CH3:2].C[O-:17].[Na+].CO.CS(O)(=O)=O.P([O-])(O)(O)=O.[Na+].[C:32]1(C)[CH:37]=[CH:36][CH:35]=[CH:34][CH:33]=1>>[CH2:1]([O:3][C:4]([N:6]1[C:10]([C:11]2[O:13][C:14]3[CH:15]=[CH:35][CH:36]=[CH:37][C:32]=3[C:33](=[O:17])[CH:34]=2)=[N:9][N:8]=[N:7]1)=[O:5])[CH3:2] |f:1.2.3,5.6|. Procedure: To a solution of 1.01 g (2.50 mmol) of 3-[4-(4-phenyl-1-butoxy)benzoyl]-amino-2-hydroxyacetophenone and 0.669 g (3.12 mmol) of ethyl N-ethoxycarbonyltetrazol-5-carboxylate dissolved in 10 ml of toluene was added 1.45 g (7.5 mmol) of 28 % sodium methylate/methanol solution at room temperature, and the mixture was kept at 40° C. for 5 hours. To the resulting reaction mixture was added dropwise 1.22 g (12.7 mmol) of methanesulfonic acid at 40° C., and the mixture was kept at 60° C. for 5 hours. The... Starting materials: COC1=CC=C(C=N1)N(S(=O)(=O)C=1C(=CC=CC1)C)CC(=O)O ([(6-methoxy-pyridin-3-yl)-(toluene-2-sulfonyl)-amino]-acetic acid), C(C)NCCC#N (3-ethylamino-propionitrile). Yields the product C(#N)CCN(C(CN(S(=O)(=O)C=1C(=CC=CC1)C)C=1C=NC(=CC1)OC)=O)CC (N-(2-Cyano-ethyl)-N-ethyl-2-[(6-methoxy-pyridin-3-yl)-(toluene-2-sulfonyl)-amino]-acetamide). Reaction SMILES: [CH3:1][O:2][C:3]1[N:8]=[CH:7][C:6]([N:9]([CH2:20][C:21]([OH:23])=O)[S:10]([C:13]2[C:14]([CH3:19])=[CH:15][CH:16]=[CH:17][CH:18]=2)(=[O:12])=[O:11])=[CH:5][CH:4]=1.[CH2:24]([NH:26][CH2:27][CH2:28][C:29]#[N:30])[CH3:25]>>[C:29]([CH2:28][CH2:27][N:26]([CH2:24][CH3:25])[C:21](=[O:23])[CH2:20][N:9]([C:6]1[CH:7]=[N:8][C:3]([O:2][CH3:1])=[CH:4][CH:5]=1)[S:10]([C:13]1[C:14]([CH3:19])=[CH:15][CH:16]=[CH:17][CH:18]=1)(=[O:12])=[O:11])#[N:30]. Procedure: prepared by reaction of [(6-methoxy-pyridin-3-yl)-(toluene-2-sulfonyl)-amino]-acetic acid with 3-ethylamino-propionitrile LC-MS: rt=0.91 min, 417 (M+1, ES+).